From a dataset of the Open Reaction Database (ORD), a public repository of structured organic reaction records. describe an organic reaction: reactants, conditions, products, and yield Product: Cc1nc(C#Cc2ccnc(Cl)c2)cn1-c1ccc(F)cc1. The reactants are C#Cc1cn(-c2ccc(F)cc2)c(C)n1, C1CCOC1, Clc1cc(I)ccn1, [Cu]I, c1ccc(P(c2ccccc2)c2ccccc2)cc1. Reaction SMILES: [C:28](#[CH:29])[c:30]1[n:31][c:32]([CH3:42])[n:33](-[c:35]2[cH:36][cH:37][c:38]([F:41])[cH:39][cH:40]2)[cH:34]1.[CH2:43]1[O:44][CH2:45][CH2:46][CH2:47]1.[Cl:1][c:2]1[n:3][cH:4][cH:5][c:6]([I:8])[cH:7]1.[Cu:48][I:49].[c:9]1([P:10]([c:11]2[cH:12][cH:13][cH:14][cH:15][cH:16]2)[c:17]2[cH:18][cH:19][cH:20][cH:21][cH:22]2)[cH:23][cH:24][cH:25][cH:26][cH:27]1>>[Cl:1][c:2]1[n:3][cH:4][cH:5][c:6]([C:29]#[C:28][c:30]2[n:31][c:32]([CH3:42])[n:33](-[c:35]3[cH:36][cH:37][c:38]([F:41])[cH:39][cH:40]3)[cH:34]2)[cH:7]1. Reactants: BrCCCCBr, N#CCC1=CCCCC1, [H-], [Na+], CN(C)C=O. The product is N#CC1(C2=CCCCC2)CCCC1. RXN SMILES: [Br:10][CH2:11][CH2:12][CH2:13][CH2:14][Br:15].[C:1]1([CH2:7][C:8]#[N:9])=[CH:2][CH2:3][CH2:4][CH2:5][CH2:6]1.[H-:16].[Na+:17].[O:18]=[CH:19][N:20]([CH3:21])[CH3:22]>>[C:1]1([C:7]2([C:8]#[N:9])[CH2:11][CH2:12][CH2:13][CH2:14]2)=[CH:2][CH2:3][CH2:4][CH2:5][CH2:6]1. The reactants are [O-2].[Zn+2] (zinc oxide), C1(=CC=C(C=C1)S(=O)(=O)O)C (p-toluene sulfonic acid). Solvent: O (water). Reaction conditions: time 8 hour. Yields the product C1(=CC=C(C=C1)S(=O)(=O)[O-])C.[Zn+2].C1(=CC=C(C=C1)S(=O)(=O)[O-])C (zinc p-toluene sulfonate). Reaction SMILES: [O-2].[Zn+2:2].[C:3]1([CH3:13])[CH:8]=[CH:7][C:6]([S:9]([OH:12])(=[O:11])=[O:10])=[CH:5][CH:4]=1>O>[C:3]1([CH3:13])[CH:4]=[CH:5][C:6]([S:9]([O-:12])(=[O:10])=[O:11])=[CH:7][CH:8]=1.[Zn+2:2].[C:3]1([CH3:13])[CH:4]=[CH:5][C:6]([S:9]([O-:12])(=[O:10])=[O:11])=[CH:7][CH:8]=1 |f:0.1,4.5.6|. Procedure details: To an appropriate vessel there is charged 618 gms (7.6 moles) of zinc oxide in an aqueous slurry. With vigorous stirring there is slowly added to the charge 650 gms (3.8 moles) of p-toluene sulfonic acid in 1 liter of water. The resulting reaction mixture produces an exotherm and heats up to a temperature of circa 100° C. With continued stirring, the mixture is allowed to cool to room temperature and then stood overnight. The crystal precipitate is then separated by filtration, washed and dried ... Reactants: CC(C)C1CC(C(Br)CC2CCCCC2)OC1=O, Cl, [N-]=[N+]=[N-], [Na+]. The product is CC(C)C1CC(C(CC2CCCCC2)N=[N+]=[N-])OC1=O. RXN SMILES: [Br:1][CH:2]([CH:3]1[CH2:4][CH:5]([CH:9]([CH3:10])[CH3:11])[C:6](=[O:7])[O:8]1)[CH2:12][CH:13]1[CH2:14][CH2:15][CH2:16][CH2:17][CH2:18]1.[ClH:23].[N-:19]=[N+:20]=[N-:21].[Na+:22]>>[CH:2]([CH:3]1[CH2:4][CH:5]([CH:9]([CH3:10])[CH3:11])[C:6](=[O:7])[O:8]1)([CH2:12][CH:13]1[CH2:14][CH2:15][CH2:16][CH2:17][CH2:18]1)[N:19]=[N+:20]=[N-:21]. Starting materials: CNC, O=C(O)c1ccc(Cl)nc1, O. Product: CN(C)c1ccc(C(=O)O)cn1. As a reaction SMILES: [CH3:11][NH:12][CH3:13].[Cl:1][c:2]1[n:3][cH:4][c:5]([C:6](=[O:7])[OH:8])[cH:9][cH:10]1.[OH2:14]>>[c:2]1([N:12]([CH3:11])[CH3:13])[n:3][cH:4][c:5]([C:6](=[O:7])[OH:8])[cH:9][cH:10]1. The reactants are CS(=O)(=O)[O-].C1=C(C=CC2=CC=CC=C12)[S+]1CCCC1 (1-(naphthalen-2-yl)tetrahydrothiophenium methane sulfonate), CO (methanol), FC(C(C(C(C(C(C(C(F)(F)F)(F)F)(F)F)(F)F)(F)F)(F)F)(F)F)(S(=O)(=O)O)F (perfluoro-n-octane sulfonic acid). Run in O (water). The product is FC(C(C(C(C(C(C(C(F)(F)F)(F)F)(F)F)(F)F)(F)F)(F)F)(F)F)(S(=O)(=O)[O-])F.C1=C(C=CC2=CC=CC=C12)[S+]1CCCC1 (1-(naphthalen-2-yl)tetrahydrothiophenium perfluoro-n-octane sulfonate). Reaction SMILES: CS([O-])(=O)=O.[CH:6]1[C:15]2[C:10](=[CH:11][CH:12]=[CH:13][CH:14]=2)[CH:9]=[CH:8][C:7]=1[S+:16]1[CH2:20][CH2:19][CH2:18][CH2:17]1.CO.[F:23][C:24]([F:51])([S:47]([OH:50])(=[O:49])=[O:48])[C:25]([F:46])([F:45])[C:26]([F:44])([F:43])[C:27]([F:42])([F:41])[C:28]([F:40])([F:39])[C:29]([F:38])([F:37])[C:30]([F:36])([F:35])[C:31]([F:34])([F:33])[F:32]>O>[F:51][C:24]([F:23])([S:47]([O-:50])(=[O:49])=[O:48])[C:25]([F:45])([F:46])[C:26]([F:44])([F:43])[C:27]([F:41])([F:42])[C:28]([F:40])([F:39])[C:29]([F:38])([F:37])[C:30]([F:36])([F:35])[C:31]([F:34])([F:33])[F:32].[CH:6]1[C:15]2[C:10](=[CH:11][CH:12]=[CH:13][CH:14]=2)[CH:9]=[CH:8][C:7]=1[S+:16]1[CH2:20][CH2:19][CH2:18][CH2:17]1 |f:0.1,5.6|. Procedure details: 6.0 g of 1-(naphthalen-2-yl)tetrahydrothiophenium methane sulfonate synthesized in the same manner as in Example 1 was added dropwise to 5.0 g of previously prepared 30 wt % methanol solution of perfluoro-n-octane sulfonic acid. After the addition, the reaction solution was poured into 50 g of water. White precipitate was collected by filtration, washed several times with water, and dried under vacuum to obtain 2.1 g of 1-(naphthalen-2-yl)tetrahydrothiophenium perfluoro-n-octane sulfonate as a w... Reactants: F[B-](F)(F)F, C[Si](C)(C)CCOCn1ccnc1N, CCOC(C)=O, CCN(C(C)C)C(C)C, COc1cc(OC)c(Cl)c(-c2ccc(C(=O)O)c3nccnc23)c1Cl, CN(C)C=O, O, CN(C)C(On1nnc2ccccc21)=[N+](C)C. Yields the product COc1cc(OC)c(Cl)c(-c2ccc(C(=O)Nc3nccn3COCC[Si](C)(C)C)c3nccnc23)c1Cl. RXN SMILES: [B-:40]([F:41])([F:42])([F:43])[F:44].[CH3:26][Si:27]([CH2:28][CH2:29][O:30][CH2:31][n:32]1[c:33]([NH2:37])[n:34][cH:35][cH:36]1)([CH3:38])[CH3:39].[CH3:76][CH2:77][O:78][C:79]([CH3:80])=[O:81].[CH:62]([N:63]([CH2:64][CH3:65])[CH:66]([CH3:67])[CH3:68])([CH3:69])[CH3:70].[Cl:1][c:2]1[c:3](-[c:13]2[cH:14][cH:15][c:16]([C:23](=[O:24])[OH:25])[c:17]3[n:18][cH:19][cH:20][n:21][c:22]23)[c:4]([Cl:12])[c:5]([O:10][CH3:11])[cH:6][c:7]1[O:8][CH3:9].[O:71]=[CH:72][N:73]([CH3:74])[CH3:75].[OH2:82].[n:45]1([O:46][C:47]([N:48]([CH3:49])[CH3:50])=[N+:51]([CH3:52])[CH3:53])[c:54]2[cH:55][cH:56][cH:57][cH:58][c:59]2[n:60][n:61]1>>[Cl:1][c:2]1[c:3](-[c:13]2[cH:14][cH:15][c:16]([C:23](=[O:24])[NH:37][c:33]3[n:32]([CH2:31][O:30][CH2:29][CH2:28][Si:27]([CH3:26])([CH3:38])[CH3:39])[cH:36][cH:35][n:34]3)[c:17]3[n:18][cH:19][cH:20][n:21][c:22]23)[c:4]([Cl:12])[c:5]([O:10][CH3:11])[cH:6][c:7]1[O:8][CH3:9]. Starting materials: C=1C(=CC(=C(C1I)O)I)I (triiodophenol), FC(C(=O)Cl)(C(C(Br)(F)F)(Br)F)F (2,2,3,4,4-pentafluoro-3,4-dibromo-butyryl chloride). Run in N1=CC=CC=C1 (pyridine). Reaction conditions: temperature 50 celsius. Yields the product IC1=C(C(=CC(=C1)I)I)OC(C(C(C(Br)(F)F)(Br)F)(F)F)=O ((2,4,6-triiodophenyl)-2,2,3,4,4-pentafluoro-3,4-dibromo-butyrate). Yield: 45.2%. As a reaction SMILES: [CH:1]1[C:2]([I:10])=[CH:3][C:4]([I:9])=[C:5]([OH:8])[C:6]=1[I:7].[F:11][C:12]([F:23])([C:16]([F:22])([Br:21])[C:17]([F:20])([F:19])[Br:18])[C:13](Cl)=[O:14]>N1C=CC=CC=1>[I:7][C:6]1[CH:1]=[C:2]([I:10])[CH:3]=[C:4]([I:9])[C:5]=1[O:8][C:13](=[O:14])[C:12]([F:11])([F:23])[C:16]([F:22])([Br:21])[C:17]([F:20])([F:19])[Br:18]. Procedure details: 100 grams of triiodophenol were dissolved in 100 ml of pyridine with warming to 50° C. 75 grams of 2,2,3,4,4-pentafluoro-3,4-dibromo-butyryl chloride were added dropwise through a dropping funnel with stirring at such a rate that the temperature did not rise above 65° C. The mixture was stirred at 50° C. for an additional 30 minutes, then overnight at room temperature. The mixture was washed in a separatory funnel three times with 500 ml of DI water, then filtered through a column of silica and ...